From a dataset of the Open Reaction Database (ORD), a public repository of structured organic reaction records. describe an organic reaction: reactants, conditions, products, and yield Reactants: [Sn](Cl)Cl (tin (II) chloride), [OH-].[Na+] (sodium hydroxide), ClCCCSC1=C(C=C(C=C1)[N+](=O)[O-])N (2-[(3-Chloropropyl)sulfanyl]-5-nitrophenylamine), [N+](=O)([O-])[O-].[Na+] (sodium nitrate). Run in Cl (hydrogen chloride), Cl (hydrochloric acid). Conditions: temperature 0 celsius, time 1.5 hour. Product: ClCCCSC1=C(C=C(C=C1)[N+](=O)[O-])NN (1-{2-[(3-chloropropyl)sulfanyl]-5-nitrophenyl}hydrazine). Yield: 85.0%. RXN SMILES: [Cl:1][CH2:2][CH2:3][CH2:4][S:5][C:6]1[CH:11]=[CH:10][C:9]([N+:12]([O-:14])=[O:13])=[CH:8][C:7]=1[NH2:15].[N+:16]([O-])([O-])=O.[Na+].[Sn](Cl)Cl.[OH-].[Na+]>Cl>[Cl:1][CH2:2][CH2:3][CH2:4][S:5][C:6]1[CH:11]=[CH:10][C:9]([N+:12]([O-:14])=[O:13])=[CH:8][C:7]=1[NH:15][NH2:16] |f:1.2,4.5|. Reported procedure: 2-[(3-Chloropropyl)sulfanyl]-5-nitrophenylamine (100 mg, 0.44 mmol) was dissolved in hydrochloric acid (1.8 mL) in an ice bath, 1 M aqueous sodium nitrate (0.5 mL) was added dropwise. This was stirred at 0° C. for 1.5 hours. 0.25 M tin (II) chloride in hydrogen chloride (3.28 mL) was added dropwise. After addition the reaction was allowed to warm to room temperature, and stirred for 1.5 hours. The reaction was basified with 50% sodium hydroxide until pH of 14 and extracted with ethylacetate (3×5...